Dataset: the Open Reaction Database (ORD), a public repository of structured organic reaction records. Task: describe an organic reaction: reactants, conditions, products, and yield The reactants are C1(=CC=CC=C1)N1C(N(C(C1=N)=O)C)=O (1-phenyl-3-methyl-5-iminoimidazolidine-2,4-dione), O=CC(Cl)(Cl)Cl (Chloral), C(Cl)(Cl)Cl (chloroform). Run at temperature 20 celsius. Yields the product C1(=CC=CC=C1)N1C(N(C(C1=NC(C(Cl)(Cl)Cl)(Cl)O)=O)C)=O (1-phenyl-3-methyl-5-(1-hydroxy-1,2,2,2-tetrachloroethylimino)-imidazolidine-2,4-dione). RXN SMILES: [C:1]1([N:7]2[C:11](=[NH:12])[C:10](=[O:13])[N:9]([CH3:14])[C:8]2=[O:15])[CH:6]=[CH:5][CH:4]=[CH:3][CH:2]=1.[O:16]=[CH:17][C:18]([Cl:21])([Cl:20])[Cl:19].C(Cl)(Cl)[Cl:23]>>[C:1]1([N:7]2[C:11](=[N:12][C:17]([OH:16])([Cl:23])[C:18]([Cl:21])([Cl:20])[Cl:19])[C:10](=[O:13])[N:9]([CH3:14])[C:8]2=[O:15])[CH:2]=[CH:3][CH:4]=[CH:5][CH:6]=1. Reported procedure: 1-phenyl-3-methyl-5-iminoimidazolidine-2,4-dione (15.0 g -- 0.074 mol) was slurried in 40 ml chloroform. Chloral (21.8 g -- 0.148 mol) was added directly to the slurry. Exothermicity raised the temperature 20° C.The reaction mixture was momentarily homogeneous before an abundance of product precipitated. An additional 100 ml of chloroform was added at thispoint. After 0.5 hour the mixture was filtered. The filter cake was washed with chloroform and dried. The product melted at 130°-133° C. The reactants are C(C)OC(CCC=1C=NC(=C(C1)Cl)C(C)(C)C#N)=O (3-[5-Chloro-6-(cyano-dimethyl-methyl)-pyridin-3-yl]-propionic acid ethyl ester), [OH-].[Na+] (NaOH). Run in C1CCOC1.O (THF H2O). Reaction conditions: temperature 60 celsius, time 1 hour. Yields the product ClC=1C=C(C=NC1C(C)(C)C#N)CCC(=O)O (3-[5-Chloro-6-(cyano-dimethyl-methyl)-pyridin-3-yl]-propionic acid). As a reaction SMILES: C([O:3][C:4](=[O:19])[CH2:5][CH2:6][C:7]1[CH:8]=[N:9][C:10]([C:14]([C:17]#[N:18])([CH3:16])[CH3:15])=[C:11]([Cl:13])[CH:12]=1)C.[OH-].[Na+]>C1COCC1.O>[Cl:13][C:11]1[CH:12]=[C:7]([CH2:6][CH2:5][C:4]([OH:19])=[O:3])[CH:8]=[N:9][C:10]=1[C:14]([C:17]#[N:18])([CH3:16])[CH3:15] |f:1.2,3.4|. Procedure: To a stirred solution of 3-[5-chloro-6-(cyano-dimethyl-methyl)-pyridin-3-yl]-propionic acid ethyl ester (0.68 g, 2.43 mmol) from step 4 above, in 1:1 THF/H2O (4 mL) was added 2 N NaOH (2.43 mL). The resulting solution was stirred at 60° C. for 1 hour. Solvents were removed and residue was partitioned between ethyl acetate and 10% citric acid and extracted. The organic phase was washed with brine (50 mL), dried over Na2SO4 and evaporated. The residue solidified to a white solid and was used witho... Starting materials: N-methyl isopropyl carbamate, C=O (formaldehyde), [OH-].[Ca+2].[OH-] (calcium hydroxide), N--CH2 -O--CH2, NC(=O)N (urea), C=O (formalin), C=O (formaldehyde), 4-amino-6-t-butyl-3-methyl thio-4,5-dihydro-1,2,4-triazin-5-one, S1CN(C2=C1C=CC=C2)N(C(=O)NC)C (N-(3-benzthiazolyl)-N,N'-dimethyl urea), C=O (formalin), P(O)(O)(O)=O (phosphoric acid), C=O (formaldehyde), NH2. Solvent: O (water). Run at temperature 45 celsius. Product: P(=O)([O-])([O-])[O-].[Ca+2].P(=O)([O-])([O-])[O-].[Ca+2].[Ca+2] (calcium phosphate). Reaction SMILES: S1C2C=CC=CC=2N(N(C)C(NC)=O)C1.C=O.[P:18](=[O:22])([OH:21])([OH:20])[OH:19].NC(N)=O.[OH-].[Ca+2:28].[OH-]>O>[P:18]([O-:22])([O-:21])([O-:20])=[O:19].[Ca+2:28].[P:18]([O-:22])([O-:21])([O-:20])=[O:19].[Ca+2:28].[Ca+2:28] |f:4.5.6,8.9.10.11.12|. Reported procedure: 1000 g of a bacterial activated sludge (solids content approximately 8.5%) emanating from a fully biological purification plant for industrial and communal effluents and consisting of a variety of microorganisms with traces of the following plant protection agents (herbicides) as impurities: N-methyl isopropyl carbamate (0.5 g); 4-amino-6-t-butyl-3-methyl thio-4,5-dihydro-1,2,4-triazin-5-one (0.5 g) and N-(3-benzthiazolyl)-N,N'-dimethyl urea (0.5 g) are initially heated with intensive stirring t...